Dataset: the Open Reaction Database (ORD), a public repository of structured organic reaction records. Task: describe an organic reaction: reactants, conditions, products, and yield Reactants: Cl.C1(CC1)COC1=C(C=C(C=C1)F)C=1C2=C(N=CN1)C(=C(N2)C)C(=O)N[C@H]2CNCC2 (4-[2-(cyclopropylmethoxy)-5-fluorophenyl]-6-methyl-N-[(3R)-pyrrolidin-3-yl]-5H-pyrrolo[3,2-d]pyrimidine-7-carboxamide hydrochloride), COCC(=O)Cl (methoxy-acetyl chloride). Product: C1(CC1)COC1=C(C=C(C=C1)F)C=1C2=C(N=CN1)C(=C(N2)C)C(=O)N[C@H]2CN(CC2)C(COC)=O (4-[2-(Cyclopropylmethoxy)-5-fluorophenyl]-N-[(3R)-1-(methoxyacetyl)pyrrolidin-3-yl]-6-methyl-5H-pyrrolo[3,2-d]pyrimidine-7-carboxamide). RXN SMILES: Cl.[CH:2]1([CH2:5][O:6][C:7]2[CH:12]=[CH:11][C:10]([F:13])=[CH:9][C:8]=2[C:14]2[C:15]3[NH:22][C:21]([CH3:23])=[C:20]([C:24]([NH:26][C@@H:27]4[CH2:31][CH2:30][NH:29][CH2:28]4)=[O:25])[C:16]=3[N:17]=[CH:18][N:19]=2)[CH2:4][CH2:3]1.[CH3:32][O:33][CH2:34][C:35](Cl)=[O:36]>>[CH:2]1([CH2:5][O:6][C:7]2[CH:12]=[CH:11][C:10]([F:13])=[CH:9][C:8]=2[C:14]2[C:15]3[NH:22][C:21]([CH3:23])=[C:20]([C:24]([NH:26][C@@H:27]4[CH2:31][CH2:30][N:29]([C:35](=[O:36])[CH2:34][O:33][CH3:32])[CH2:28]4)=[O:25])[C:16]=3[N:17]=[CH:18][N:19]=2)[CH2:4][CH2:3]1 |f:0.1|. Procedure details: Starting from 4-[2-(cyclopropylmethoxy)-5-fluorophenyl]-6-methyl-N-[(3R)-pyrrolidin-3-yl]-5H-pyrrolo[3,2-d]pyrimidine-7-carboxamide hydrochloride (example D.f15) and commercially methoxy-acetyl chloride the title compound is obtained as colorless solid. Reactants: C(C)(C)OC(=O)N1CCC(CC1)C1OC2=C(C1)C=C(C=C2)Br (4-(5-bromo-2,3-dihydro-benzofuran-2-yl)-piperidine-1-carboxylic acid isopropyl ester), ClC1=CC=C(C(=N1)C)B(O)O (6-chloro-2-methylpyridine-3-boronic acid), Intermediate 15. Yields the product C(C)(C)OC(=O)N1CCC(CC1)C1OC2=C(C1)C=C(C=C2)C=2C(=NC(=CC2)Cl)C (4-[5-(6-Chloro-2-methyl-pyridin-3-yl)-2,3-dihydro-benzofuran-2-yl]-piperidine-1-carboxylic acid isopropyl ester). As a reaction SMILES: [CH:1]([O:4][C:5]([N:7]1[CH2:12][CH2:11][CH:10]([CH:13]2[CH2:17][C:16]3[CH:18]=[C:19](Br)[CH:20]=[CH:21][C:15]=3[O:14]2)[CH2:9][CH2:8]1)=[O:6])([CH3:3])[CH3:2].[Cl:23][C:24]1[N:29]=[C:28]([CH3:30])[C:27](B(O)O)=[CH:26][CH:25]=1>>[CH:1]([O:4][C:5]([N:7]1[CH2:12][CH2:11][CH:10]([CH:13]2[CH2:17][C:16]3[CH:18]=[C:19]([C:27]4[C:28]([CH3:30])=[N:29][C:24]([Cl:23])=[CH:25][CH:26]=4)[CH:20]=[CH:21][C:15]=3[O:14]2)[CH2:9][CH2:8]1)=[O:6])([CH3:3])[CH3:2]. Procedure: The title compound is prepared from 4-(5-bromo-2,3-dihydro-benzofuran-2-yl)-piperidine-1-carboxylic acid isopropyl ester and 6-chloro-2-methylpyridine-3-boronic acid following a procedure analogous to that described for Intermediate 15. LC (method 6): tR=1.41 min; Mass spectrum (ESI+): m/z=415 [M+H]+. Starting materials: C=C(CC)C(=O)c1ccc(OCC(=O)SCC(C)C(=O)N(CC(=O)OC(C)(C)C)C2CCCC2)c(Cl)c1Cl, ClCCl, O=C(O)C(F)(F)F. The product is C=C(CC)C(=O)c1ccc(OCC(=O)SCC(C)C(=O)N(CC(=O)O)C2CCCC2)c(Cl)c1Cl. Reaction SMILES: [C:1]([CH3:2])([CH3:3])([CH3:4])[O:5][C:6]([CH2:7][N:8]([CH:9]1[CH2:10][CH2:11][CH2:12][CH2:13]1)[C:14]([CH:15]([CH2:16][S:17][C:18]([CH2:19][O:20][c:21]1[c:22]([Cl:34])[c:23]([Cl:33])[c:24]([C:27]([C:28]([CH2:29][CH3:30])=[CH2:31])=[O:32])[cH:25][cH:26]1)=[O:35])[CH3:36])=[O:37])=[O:38].[CH2:46]([Cl:47])[Cl:48].[OH:39][C:40]([C:41]([F:42])([F:43])[F:44])=[O:45]>>[O:5]=[C:6]([CH2:7][N:8]([CH:9]1[CH2:10][CH2:11][CH2:12][CH2:13]1)[C:14]([CH:15]([CH2:16][S:17][C:18]([CH2:19][O:20][c:21]1[c:22]([Cl:34])[c:23]([Cl:33])[c:24]([C:27]([C:28]([CH2:29][CH3:30])=[CH2:31])=[O:32])[cH:25][cH:26]1)=[O:35])[CH3:36])=[O:37])[OH:38].